This data is from the Open Reaction Database (ORD), a public repository of structured organic reaction records. The task is: describe an organic reaction: reactants, conditions, products, and yield The reactants are B, C1CCOC1, O=C(O)Cc1cccc(Oc2ccccc2)c1, C1CCOC1, O. Yields the product OCCc1cccc(Oc2ccccc2)c1. As a reaction SMILES: [BH3:29].[O:19]1[CH2:20][CH2:21][CH2:22][CH2:23]1.[O:1]([c:2]1[cH:3][cH:4][cH:5][cH:6][cH:7]1)[c:8]1[cH:9][c:10]([CH2:14][C:15](=[O:16])[OH:17])[cH:11][cH:12][cH:13]1.[O:24]1[CH2:25][CH2:26][CH2:27][CH2:28]1.[OH2:18]>>[O:1]([c:2]1[cH:3][cH:4][cH:5][cH:6][cH:7]1)[c:8]1[cH:9][c:10]([CH2:14][CH2:15][OH:16])[cH:11][cH:12][cH:13]1. Procedure: To a solution of 9.75 g (0.0292 mol) of (2S,3S,4S)-4-(t-butyldimethylsilyloxy)2-(3-pyridyl)tetrahydrofuran-3-carboxaldehyde in 120 ml of methylene chloride is added 9.75 g (0.0292 mol) of methyl (triphenylphosphoranylidene)acetate, the mixture is stirred at room temperature overnight and evaporated. The residue is triturated with ether to precipitate out most of the triphenylphosphine oxide, filtered and washed with ether. The filtrates are evaporated and the residue is purified by flash chromat... Conditions: time 8 hour. As a reaction SMILES: [Si:1]([O:8][C@@H:9]1[CH2:13][O:12][C@H:11]([C:14]2[CH:15]=[N:16][CH:17]=[CH:18][CH:19]=2)[C@@H:10]1[CH:20]=O)([C:4]([CH3:7])([CH3:6])[CH3:5])([CH3:3])[CH3:2].C1(P(=[CH:41][C:42]([O:44][CH3:45])=[O:43])(C2C=CC=CC=2)C2C=CC=CC=2)C=CC=CC=1>C(Cl)Cl>[Si:1]([O:8][C@@H:9]1[CH2:13][O:12][C@H:11]([C:14]2[CH:15]=[N:16][CH:17]=[CH:18][CH:19]=2)[C@@H:10]1/[CH:20]=[CH:41]/[C:42]([O:44][CH3:45])=[O:43])([C:4]([CH3:7])([CH3:6])[CH3:5])([CH3:2])[CH3:3]. The yield is 63.8%. Product: [Si](C)(C)(C(C)(C)C)O[C@H]1[C@H]([C@H](OC1)C=1C=NC=CC1)/C=C/C(=O)OC (methyl (E)-(2S,3S,4S)-3-[4-(t-butyldimethylsilyloxy)-2-(3-pyridyl)tetrahydrofuran-3-yl]-2-propenoate). Solvent: C(Cl)Cl (methylene chloride). Reactants: [Si](C)(C)(C(C)(C)C)O[C@H]1[C@H]([C@H](OC1)C=1C=NC=CC1)C=O ((2S,3S,4S)-4-(t-butyldimethylsilyloxy)2-(3-pyridyl)tetrahydrofuran-3-carboxaldehyde), C1(=CC=CC=C1)P(C1=CC=CC=C1)(C1=CC=CC=C1)=CC(=O)OC (methyl (triphenylphosphoranylidene)acetate). Starting materials: CC(=O)O, C1COCCN1, CN(N=C1CC2CCC1C2(C)C)c1ccc(Cl)nn1. Product: CN(N=C1CC2CCC1C2(C)C)c1ccc(N2CCOCC2)nn1. RXN SMILES: [C:1]([OH:2])(=[O:3])[CH3:4].[CH2:24]1[CH2:25][O:26][CH2:27][CH2:28][NH:29]1.[CH3:5][N:6]([N:7]=[C:8]1[CH:9]2[CH2:10][CH2:11][CH:12]([CH2:13]1)[C:14]2([CH3:15])[CH3:16])[c:17]1[n:18][n:19][c:20]([Cl:23])[cH:21][cH:22]1>>[CH3:5][N:6]([N:7]=[C:8]1[CH:9]2[CH2:10][CH2:11][CH:12]([CH2:13]1)[C:14]2([CH3:15])[CH3:16])[c:17]1[n:18][n:19][c:20]([N:29]2[CH2:24][CH2:25][O:26][CH2:27][CH2:28]2)[cH:21][cH:22]1. Starting materials: N1(CCCCC1)CC=1C=C(OCCCN)C=CC1 (3-[3-(1-piperidinylmethyl)phenoxy]propylamine), ClC1=NS(C2=C1C=C(C=C2)C)(=O)=O (3-chloro-5-methyl-1,2-benzisothiazole 1,1-dioxide), [K+].[Br-] (KBr), CCOCC (ether). The solvent is C(Cl)(Cl)Cl (chloroform), C(Cl)(Cl)Cl (chloroform). Reaction conditions: time 15 minute. The product is N1(CCCCC1)CC=1C=C(OCCCNC2=NS(C3=C2C=C(C=C3)C)(=O)=O)C=CC1 (N-[3-[3-[(1-piperidinyl)methyl]phenoxy]propyl]-5-methyl-1,2-benzisothiazol-3-amine 1,1-dioxide). As a reaction SMILES: [N:1]1([CH2:7][C:8]2[CH:9]=[C:10]([CH:16]=[CH:17][CH:18]=2)[O:11][CH2:12][CH2:13][CH2:14][NH2:15])[CH2:6][CH2:5][CH2:4][CH2:3][CH2:2]1.Cl[C:20]1[C:24]2[CH:25]=[C:26]([CH3:29])[CH:27]=[CH:28][C:23]=2[S:22](=[O:31])(=[O:30])[N:21]=1.CCOCC.[K+].[Br-]>C(Cl)(Cl)Cl>[N:1]1([CH2:7][C:8]2[CH:9]=[C:10]([CH:16]=[CH:17][CH:18]=2)[O:11][CH2:12][CH2:13][CH2:14][NH:15][C:20]2[C:24]3[CH:25]=[C:26]([CH3:29])[CH:27]=[CH:28][C:23]=3[S:22](=[O:30])(=[O:31])[N:21]=2)[CH2:6][CH2:5][CH2:4][CH2:3][CH2:2]1 |f:3.4|. Procedure details: To a refluxing solution of 3-[3-(1-piperidinylmethyl)phenoxy]propylamine (1.33 g, 5.36 mmoles) in dried chloroform (50 ml) under dry nitrogen is added over 45 minutes a solution of 3-chloro-5-methyl-1,2-benzisothiazole 1,1-dioxide (1.21 g, 5.64 mmoles) in dried chloroform (25 ml) while maintaining reflux. After the addition is complete refluxing is continued for 15 minutes and the clear brown solution is allowed to come to room temperature. Evaporation in vacuo gives a tan solid which cannot be ... The reactants are O=C([O-])[O-], NC1CCc2[nH]c3ccc(OCc4ccccc4)cc3c2C1, CC#N, CCI, [K+], [K+]. The product is CCNC1CCc2[nH]c3ccc(OCc4ccccc4)cc3c2C1. As a reaction SMILES: [C:23](=[O:24])([O-:25])[O-:26].[CH2:1]([c:2]1[cH:3][cH:4][cH:5][cH:6][cH:7]1)[O:8][c:9]1[cH:10][c:11]2[c:12]3[c:17]([nH:18][c:19]2[cH:20][cH:21]1)[CH2:16][CH2:15][CH:14]([NH2:22])[CH2:13]3.[CH3:32][C:33]#[N:34].[I:29][CH2:30][CH3:31].[K+:27].[K+:28]>>[CH2:1]([c:2]1[cH:3][cH:4][cH:5][cH:6][cH:7]1)[O:8][c:9]1[cH:10][c:11]2[c:12]3[c:17]([nH:18][c:19]2[cH:20][cH:21]1)[CH2:16][CH2:15][CH:14]([NH:22][CH2:30][CH3:31])[CH2:13]3.